From a dataset of the Open Reaction Database (ORD), a public repository of structured organic reaction records. describe an organic reaction: reactants, conditions, products, and yield Reactants: [Al], Cc1ccccc1, CN, Cl, Cl, [K+], [NH2-], COC(=O)c1sc(C(C)(C)C)cc1N, [OH-]. Product: CNC(=O)c1sc(C(C)(C)C)cc1N. Reaction SMILES: [Al:18].[CH3:23][c:24]1[cH:25][cH:26][cH:27][cH:28][cH:29]1.[CH3:2][NH2:3].[ClH:1].[ClH:20].[K+:22].[NH2-:19].[NH2:4][c:5]1[c:6]([C:14]([O:16][CH3:15])=[O:17])[s:7][c:8]([C:10]([CH3:11])([CH3:12])[CH3:13])[cH:9]1.[OH-:21]>>[CH3:2][NH:3][C:14]([c:6]1[c:5]([NH2:4])[cH:9][c:8]([C:10]([CH3:11])([CH3:12])[CH3:13])[s:7]1)=[O:16]. The reactants are ClC1=C(C(=CC=C1F)Cl)[C@@H](C)C1=CNC2=NC=C(C=C21)B2OC(C(O2)(C)C)(C)C (3-[(S)-1-(2,6-Dichloro-3-fluorophenyl)ethyl]-5-(4,4,5,5-tetramethyl-[1,3,2]dioxaborolan-2-yl)-1H-pyrrolo[2,3-b]pyridine), IC=1C=NN(C1)[C@@H]1CC[C@H](CC1)O (trans-4-(4-iodo-pyrazol-1-yl)cyclohexanol), C([O-])([O-])=O.[K+].[K+] (potassium carbonate), O1CCOCC1 (dioxane). The reagents and catalysts are C=1C=CC(=CC1)[P](C=2C=CC=CC2)(C=3C=CC=CC3)[Pd]([P](C=4C=CC=CC4)(C=5C=CC=CC5)C=6C=CC=CC6)([P](C=7C=CC=CC7)(C=8C=CC=CC8)C=9C=CC=CC9)[P](C=1C=CC=CC1)(C=1C=CC=CC1)C=1C=CC=CC1 (Pd(PPh3)4). Solvent: O (water). Product: ClC1=C(C(=CC=C1F)Cl)[C@@H](C)C1=CNC2=NC=C(C=C21)C=2C=NN(C2)[C@@H]2CC[C@H](CC2)O (trans-4-(4-{3-[(1S)-1-(2,6-dichloro-3-fluorophenyl)ethyl]-1H-pyrrolo[2,3-b]pyridin-5-yl}-1H-pyrazol-1-yl)cyclohexanol). Reaction SMILES: [Cl:1][C:2]1[C:7]([F:8])=[CH:6][CH:5]=[C:4]([Cl:9])[C:3]=1[C@H:10]([C:12]1[C:20]2[C:15](=[N:16][CH:17]=[C:18](B3OC(C)(C)C(C)(C)O3)[CH:19]=2)[NH:14][CH:13]=1)[CH3:11].I[C:31]1[CH:32]=[N:33][N:34]([C@H:36]2[CH2:41][CH2:40][C@H:39]([OH:42])[CH2:38][CH2:37]2)[CH:35]=1.C(=O)([O-])[O-].[K+].[K+].O1CCOCC1>C1C=CC([P]([Pd]([P](C2C=CC=CC=2)(C2C=CC=CC=2)C2C=CC=CC=2)([P](C2C=CC=CC=2)(C2C=CC=CC=2)C2C=CC=CC=2)[P](C2C=CC=CC=2)(C2C=CC=CC=2)C2C=CC=CC=2)(C2C=CC=CC=2)C2C=CC=CC=2)=CC=1.O>[Cl:1][C:2]1[C:7]([F:8])=[CH:6][CH:5]=[C:4]([Cl:9])[C:3]=1[C@H:10]([C:12]1[C:20]2[C:15](=[N:16][CH:17]=[C:18]([C:31]3[CH:32]=[N:33][N:34]([C@H:36]4[CH2:41][CH2:40][C@H:39]([OH:42])[CH2:38][CH2:37]4)[CH:35]=3)[CH:19]=2)[NH:14][CH:13]=1)[CH3:11] |f:2.3.4,^1:58,60,79,98|. Reported procedure: A mixture of 3-[(S)-1-(2,6-Dichloro-3-fluorophenyl)ethyl]-5-(4,4,5,5-tetramethyl-[1,3,2]dioxaborolan-2-yl)-1H-pyrrolo[2,3-b]pyridine (60.0 mg, 0.138 mmol), trans-4-(4-iodo-pyrazol-1-yl)cyclohexanol (52.4 mg, 0.179 mmol), Pd(PPh3)4 (8 mg, 0.007 mmol), potassium carbonate (57.2 mg, 0.414 mmol) and 4:1 dioxane:water (7 mL) was heated to 90° C. for 2 h. The organic solvent was removed in vacuo, and the material was transferred to a separatory funnel, extracting with DCM and sat. NaHCO3 solution. The...